This data is from the Open Reaction Database (ORD), a public repository of structured organic reaction records. The task is: describe an organic reaction: reactants, conditions, products, and yield The reactants are C(C)(=O)NC1=NN=C(S1)C=CC1=CC=C(C=C1)[N+](=O)[O-] (β-(5-acetamido-1,3,4-thiadiazol-2-yl)-p-nitrostyrene), C(C)(=O)O (acetic acid), Cl (HCl), [NH4+].[OH-] (NH4OH). Solvent: O (water). Product: NC1=NN=C(S1)C=CC1=CC=C(C=C1)[N+](=O)[O-] (β-(5-amino-1,3,4-thiadiazol-2-yl)-p-nitrostyrene). Yield: 96.3%. As a reaction SMILES: C([NH:4][C:5]1[S:9][C:8]([CH:10]=[CH:11][C:12]2[CH:17]=[CH:16][C:15]([N+:18]([O-:20])=[O:19])=[CH:14][CH:13]=2)=[N:7][N:6]=1)(=O)C.C(O)(=O)C.Cl.[NH4+].[OH-]>O>[NH2:4][C:5]1[S:9][C:8]([CH:10]=[CH:11][C:12]2[CH:17]=[CH:16][C:15]([N+:18]([O-:20])=[O:19])=[CH:14][CH:13]=2)=[N:7][N:6]=1 |f:3.4|. Procedure: A mixture of 19.23 g (0.0664 m) of β-(5-acetamido-1,3,4-thiadiazol-2-yl)-p-nitrostyrene, 140 ml of acetic acid, and 140 ml of conc HCl was heated on a steam bath for 5 hr. The reaction mixture was cooled, poured into an equal amount of ice and water and neutralized with conc NH4OH. The product was collected on a Buchner funnel, washed with water, and air-dried to yield 15.84 g (0.0637 m, 96%) of the amine as a yellow-tan microcrystalline powder, MP. 289°-291° C. (dec). The reactants are ClC1=CC2=C(C=C1)C1=NN(C=3C=CC(=C(C13)S2)C)CCN(C)C(C)C (8-chloro-2-(2-(isopropylmethylamino)ethyl)-5-methyl-2H(1)benzothiopyrano[4,3,2-cd]indazole), OO (hydrogen peroxide). Solvent: CC(=O)C (acetone). Yields the product O.ClC1=CC2=C(C=C1)C1=[N+](N(C=3C=CC(=C(C13)S2)C)CCN(C)C(C)C)[O-] (8-chloro-2-(2-(isopropylmethylamino)ethyl)-5-methyl-2H(1)benzothiopyrano[4,3,2-cd]indazole N-oxide monohydrate). RXN SMILES: [Cl:1][C:2]1[CH:7]=[CH:6][C:5]2[C:8]3[C:16]4[C:15]([S:17][C:4]=2[CH:3]=1)=[C:14]([CH3:18])[CH:13]=[CH:12][C:11]=4[N:10]([CH2:19][CH2:20][N:21]([CH:23]([CH3:25])[CH3:24])[CH3:22])[N:9]=3.[OH:26]O>CC(C)=O>[OH2:26].[Cl:1][C:2]1[CH:7]=[CH:6][C:5]2[C:8]3[C:16]4[C:15]([S:17][C:4]=2[CH:3]=1)=[C:14]([CH3:18])[CH:13]=[CH:12][C:11]=4[N:10]([CH2:19][CH2:20][N:21]([CH:23]([CH3:25])[CH3:24])[CH3:22])[N+:9]=3[O-:26] |f:3.4|. Procedure details: To a solution of 8-chloro-2-(2-(isopropylmethylamino)ethyl)-5-methyl-2H(1)benzothiopyrano[4,3,2-cd]indazole (0.19 g.) in acetone (3 ml.) was added 0.25 ml. of 30% aqueous hydrogen peroxide and the mixture was kept at room temperature for 4 days. The solid obtained on evaporation of the solution under reduced pressure was crystallized from ethanol-ether to give 8-chloro-2-(2-(isopropylmethylamino)ethyl)-5-methyl-2H(1)benzothiopyrano[4,3,2-cd]indazole N-oxide monohydrate, m.p 132° - 133° (decomp.)... Reaction SMILES: [CH3:24][OH:25].[Li+:22].[O:26]1[CH2:27][CH2:28][CH2:29][CH2:30]1.[OH-:23].[OH2:21].[o:1]1[c:2]([CH2:6][N:7]([CH3:8])[CH2:9][c:10]2[cH:11][c:12]([C:13](=[O:14])[O:15][CH3:16])[cH:17][c:18]([CH3:20])[cH:19]2)[cH:3][cH:4][cH:5]1>>[o:1]1[c:2]([CH2:6][N:7]([CH3:8])[CH2:9][c:10]2[cH:11][c:12]([C:13](=[O:14])[OH:15])[cH:17][c:18]([CH3:20])[cH:19]2)[cH:3][cH:4][cH:5]1. Reactants: CO, [Li+], C1CCOC1, [OH-], O, COC(=O)c1cc(C)cc(CN(C)Cc2ccco2)c1. Product: Cc1cc(CN(C)Cc2ccco2)cc(C(=O)O)c1. Reactants: ClC=1NN=C2C=CC=CC12 (3-chloro-2H-indazole), C=O (HCHO). Solvent: O (water). Yields the product ClC=1N(N=C2C=CC=CC12)CO ((3-chloro-2H-indazol-2-yl)methanol). Isolated yield 99.7%. As a reaction SMILES: [Cl:1][C:2]1[NH:3][N:4]=[C:5]2[C:10]=1[CH:9]=[CH:8][CH:7]=[CH:6]2.[CH2:11]=[O:12]>O>[Cl:1][C:2]1[N:3]([CH2:11][OH:12])[N:4]=[C:5]2[C:10]=1[CH:9]=[CH:8][CH:7]=[CH:6]2. Reported procedure: In a 250 mL round bottom flask, 3-chloro-2H-indazole (1.95 g, 10 mmol), 30% HCHO (2 mL, 20 mmol) were mixed in water (10 mL). The reaction mixture was refluxed for 2 hours. After cooling down to room temperature, the solid was filtered, washed with water, and dried under vacuum to provide (3-chloro-2H-indazol-2-yl)methanol (1.82 g, 99% yield). The reactants are COC(CCC=1C=NC=C(C1)C1=C(C(=CC=C1)Cl)Cl)=O (3-[5-(2,3-dichloro-phenyl)-pyridin-3-yl]-propionic acid methyl ester), N (ammonia), N (Ammonia). Run at time 24 hour. Product: ClC1=C(C=CC=C1Cl)C=1C=C(C=NC1)CCC(=O)N (3-[5-(2,3-Dichloro-phenyl)-pyridin-3-yl]-propionamide). RXN SMILES: C[O:2][C:3](=O)[CH2:4][CH2:5][C:6]1[CH:7]=[N:8][CH:9]=[C:10]([C:12]2[CH:17]=[CH:16][CH:15]=[C:14]([Cl:18])[C:13]=2[Cl:19])[CH:11]=1.[NH3:21]>>[Cl:19][C:13]1[C:14]([Cl:18])=[CH:15][CH:16]=[CH:17][C:12]=1[C:10]1[CH:11]=[C:6]([CH2:5][CH2:4][C:3]([NH2:21])=[O:2])[CH:7]=[N:8][CH:9]=1. Reported procedure: A mixture of 3-[5-(2,3-dichloro-phenyl)-pyridin-3-yl]-propionic acid methyl ester and ammonia (7N in MeOH, 2 ml, 14.00 mmol) was stirred at room temperature for 24 hours. Ammonia (7N in MeOH, 1 ml, 7.00 mmol) was added, and the reaction mixture was stirred for another 24 hours. Solvent was removed in vacuo. The crude product was used in the next step without purification. ESI-MS m/z: 295 [M+1]+. Starting materials: BrC1=CC(=C(C=C1)NS(=O)(=O)C1=C(C2=C(S1)C=CC(=C2)F)C)C(F)(F)F (5-fluoro-3-methyl-benzo[b]thiophene-2-sulfonic acid(4-bromo-2-trifluoromethyl-phenyl)-amide), O.FC=1C=NC=CC1B(O)O (3-fluoropyridine-4-boronic acid hydrate). The reagents and catalysts are C=1C=CC(=CC1)[P](C=2C=CC=CC2)(C=3C=CC=CC3)[Pd]([P](C=4C=CC=CC4)(C=5C=CC=CC5)C=6C=CC=CC6)([P](C=7C=CC=CC7)(C=8C=CC=CC8)C=9C=CC=CC9)[P](C=1C=CC=CC1)(C=1C=CC=CC1)C=1C=CC=CC1 (tetrakis(triphenylphosphine)palladium). Solvent: COCCOC (1,2-dimethoxyethane), C(C)O (ethanol), C([O-])([O-])=O.[Na+].[Na+] (sodium carbonate). The product is FC=1C=NC=CC1C1=CC(=C(C=C1)NS(=O)(=O)C1=C(C2=C(S1)C=CC(=C2)F)C)C(F)(F)F (5-Fluoro-3-methyl-benzo[b]thiophene-2-sulfonic acid[4-(3-fluoro-pyridin-4-yl)-2-trifluoromethyl-phenyl]-amide). Yield: 20.1%. RXN SMILES: Br[C:2]1[CH:7]=[CH:6][C:5]([NH:8][S:9]([C:12]2[S:16][C:15]3[CH:17]=[CH:18][C:19]([F:21])=[CH:20][C:14]=3[C:13]=2[CH3:22])(=[O:11])=[O:10])=[C:4]([C:23]([F:26])([F:25])[F:24])[CH:3]=1.O.[F:28][C:29]1[CH:30]=[N:31][CH:32]=[CH:33][C:34]=1B(O)O>COCCOC.C(O)C.C(=O)([O-])[O-].[Na+].[Na+].C1C=CC([P]([Pd]([P](C2C=CC=CC=2)(C2C=CC=CC=2)C2C=CC=CC=2)([P](C2C=CC=CC=2)(C2C=CC=CC=2)C2C=CC=CC=2)[P](C2C=CC=CC=2)(C2C=CC=CC=2)C2C=CC=CC=2)(C2C=CC=CC=2)C2C=CC=CC=2)=CC=1>[F:28][C:29]1[CH:30]=[N:31][CH:32]=[CH:33][C:34]=1[C:2]1[CH:7]=[CH:6][C:5]([NH:8][S:9]([C:12]2[S:16][C:15]3[CH:17]=[CH:18][C:19]([F:21])=[CH:20][C:14]=3[C:13]=2[CH3:22])(=[O:11])=[O:10])=[C:4]([C:23]([F:26])([F:25])[F:24])[CH:3]=1 |f:1.2,5.6.7,^1:56,58,77,96|. Procedure: This compound was prepared in analogy to Example 2 starting from 5-fluoro-3-methyl-benzo[b]thiophene-2-sulfonic acid(4-bromo-2-trifluoromethyl-phenyl)-amide (0.12 g) and 3-fluoropyridine-4-boronic acid hydrate (0.061 g) in 1,2-dimethoxyethane (1.5 ml), ethanol (0.32 ml) and 2 M aqueous sodium carbonate solution (1.0 ml) with tetrakis(triphenylphosphine)palladium (0.050 g) to obtain the title compound (0.025 g) as a yellowish foam. MS (ISP): 485.3 (M+H)+